Dataset: the Open Reaction Database (ORD), a public repository of structured organic reaction records. Task: describe an organic reaction: reactants, conditions, products, and yield Reactants: NO (hydroxylamine), FC1=CC=C(CC=2C(=C(C(=NC2)C(=O)OC)O)C)C=C1 (methyl 5-(4-fluorobenzyl)-3-hydroxy-4-methylpicolinate). Run in O1CCCC1 (tetrahydrofuran). Yields the product FC1=CC=C(CC=2C(=C(C(=NC2)C(=O)NO)O)C)C=C1 (5-(4-fluorobenzyl)-N,3-dihydroxy-4-methylpicolinamide). Reaction SMILES: [NH2:1][OH:2].[F:3][C:4]1[CH:22]=[CH:21][C:7]([CH2:8][C:9]2[C:10]([CH3:20])=[C:11]([OH:19])[C:12]([C:15](OC)=[O:16])=[N:13][CH:14]=2)=[CH:6][CH:5]=1>O1CCCC1>[F:3][C:4]1[CH:22]=[CH:21][C:7]([CH2:8][C:9]2[C:10]([CH3:20])=[C:11]([OH:19])[C:12]([C:15]([NH:1][OH:2])=[O:16])=[N:13][CH:14]=2)=[CH:6][CH:5]=1. Procedure details: 5.0 mL of hydroxylamine solution (50 wt. % in water) was added to a solution of 0.169 g of methyl 5-(4-fluorobenzyl)-3-hydroxy-4-methylpicolinate 7c (0.615 mmol, 1 eq) in 5.0 mL of tetrahydrofuran. The reaction mixture was stirred at reflux overnight. The reactants are [Cl-], Cc1cc(Cl)cc(C)c1-n1cc(-c2nc(C3(CO)COC(C)(C)O3)oc2-c2ccc(F)cc2F)ccc1=O, [H-], CI, [NH4+], [Na+], C1CCOC1. Yields the product COCC(O)(CO)c1nc(-c2ccc(=O)n(-c3c(C)cc(Cl)cc3C)c2)c(-c2ccc(F)cc2F)o1. As a reaction SMILES: [Cl-:43].[Cl:1][c:2]1[cH:3][c:4]([CH3:38])[c:5](-[n:9]2[c:10](=[O:37])[cH:11][cH:12][c:13](-[c:15]3[n:16][c:17]([C:28]4([CH2:35][OH:36])[O:29][C:30]([CH3:33])([CH3:34])[O:31][CH2:32]4)[o:18][c:19]3-[c:20]3[c:21]([F:27])[cH:22][c:23]([F:26])[cH:24][cH:25]3)[cH:14]2)[c:6]([CH3:8])[cH:7]1.[H-:41].[I:39][CH3:40].[NH4+:44].[Na+:42].[O:45]1[CH2:46][CH2:47][CH2:48][CH2:49]1>>[Cl:1][c:2]1[cH:3][c:4]([CH3:38])[c:5](-[n:9]2[c:10](=[O:37])[cH:11][cH:12][c:13](-[c:15]3[n:16][c:17]([C:28]([OH:29])([CH2:32][O:31][CH3:30])[CH2:35][OH:36])[o:18][c:19]3-[c:20]3[c:21]([F:27])[cH:22][c:23]([F:26])[cH:24][cH:25]3)[cH:14]2)[c:6]([CH3:8])[cH:7]1. The reactants are CC(C)Cn1nc(C(C)(C)C)cc1NC(=O)Oc1ccccc1, C1CCOC1, COc1cc2ncnc(Oc3cccc(N)c3)c2cc1OC, CCN(C(C)C)C(C)C. Yields the product COc1cc2ncnc(Oc3cccc(NC(=O)Nc4cc(C(C)(C)C)nn4CC(C)C)c3)c2cc1OC. Reaction SMILES: [C:1]([CH3:2])([CH3:3])([CH3:4])[c:5]1[n:6][n:7]([CH2:20][CH:21]([CH3:22])[CH3:23])[c:8]([NH:10][C:11]([O:12][c:13]2[cH:14][cH:15][cH:16][cH:17][cH:18]2)=[O:19])[cH:9]1.[CH2:55]1[O:56][CH2:57][CH2:58][CH2:59]1.[CH3:33][O:34][c:35]1[cH:36][c:37]2[c:38]([O:47][c:48]3[cH:49][c:50]([NH2:51])[cH:52][cH:53][cH:54]3)[n:39][cH:40][n:41][c:42]2[cH:43][c:44]1[O:45][CH3:46].[CH:24]([N:25]([CH2:26][CH3:27])[CH:28]([CH3:29])[CH3:30])([CH3:31])[CH3:32]>>[C:1]([CH3:2])([CH3:3])([CH3:4])[c:5]1[n:6][n:7]([CH2:20][CH:21]([CH3:22])[CH3:23])[c:8]([NH:10][C:11](=[O:19])[NH:51][c:50]2[cH:49][c:48]([O:47][c:38]3[c:37]4[cH:36][c:35]([O:34][CH3:33])[c:44]([O:45][CH3:46])[cH:43][c:42]4[n:41][cH:40][n:39]3)[cH:54][cH:53][cH:52]2)[cH:9]1. Reactants: C(N)(=O)C1=NC=CC(=C1)OC=1C=C2C=CC=C(C2=CC1)C(=O)Cl (6-(2-carbamoylpyrdin-4-yloxy)-1-napthoyl chloride), FC(OC=1C=C(N)C=CC1)(F)F (3-trifluoromethoxyaniline). The product is FC(OC=1C=C(C=CC1)NC(=O)C1=C2C=CC(=CC2=CC=C1)OC1=CC(=NC=C1)C(=O)N)(F)F (4-((5-(((3-((trifluoromethyl)oxy)phenyl)amino)carbonyl)-2-naphthalenyl)oxy)-2-pyridinecarboxamide). RXN SMILES: [C:1]([C:4]1[CH:9]=[C:8]([O:10][C:11]2[CH:12]=[C:13]3[C:18](=[CH:19][CH:20]=2)[C:17]([C:21](Cl)=[O:22])=[CH:16][CH:15]=[CH:14]3)[CH:7]=[CH:6][N:5]=1)(=[O:3])[NH2:2].[F:24][C:25]([F:35])([F:34])[O:26][C:27]1[CH:28]=[C:29]([CH:31]=[CH:32][CH:33]=1)[NH2:30]>>[F:24][C:25]([F:34])([F:35])[O:26][C:27]1[CH:28]=[C:29]([NH:30][C:21]([C:17]2[CH:16]=[CH:15][CH:14]=[C:13]3[C:18]=2[CH:19]=[CH:20][C:11]([O:10][C:8]2[CH:7]=[CH:6][N:5]=[C:4]([C:1]([NH2:2])=[O:3])[CH:9]=2)=[CH:12]3)=[O:22])[CH:31]=[CH:32][CH:33]=1. Reported procedure: 6-(2-carbamoylpyrdin-4-yloxy)-1-napthoyl chloride (step b, 150 mg g, 0.41 mmol) was reacted with 3-trifluoromethoxyaniline 56 μL, 0.41 mmol, Aldrich) under the conditions of Example 421 Step c to furnish the title compound as a yellow solid. MS (ESI, pos. ion) m/z: 468.1 (M+1). Mass Calc'd for C24H16F3N3O4: 467.40. Starting materials: COC1=CC=C(C=C1)\C=N/S(=O)(=O)N1CCN(CC12CC2)C=2C1=C(N=CN2)NC=C1 ((NZ)—N-[(4-methoxyphenyl)methylene]-5-(7H-pyrrolo[2,3-d]pyrimidin-4-yl)-5,8-diazaspiro[2.5]octane-8-sulfonamide), COC1=CC=C(C=C1)\C=N/S(=O)(=O)N1CCN(CC12CC2)C=2C1=C(N=CN2)NC=C1 ((NZ)—N-[(4-methoxyphenyl)methylene]-5-(7H-pyrrolo[2,3-d]pyrimidin-4-yl)-5,8-diazaspiro[2.5]octane-8-sulfonamide), [BH4-].[Na+] (NaBH4). The solvent is CO (MeOH). Conditions: time 2 hour. The product is COC1=CC=C(C=C1)CNS(=O)(=O)N1CCN(CC12CC2)C=2C1=C(N=CN2)NC=C1 (N-[(4-methoxyphenyl)methyl]-5-(7H-pyrrolo[2,3-d]pyrimidin-4-yl)-5,8-diazaspiro[2.5]octane-8-sulfonamide). As a reaction SMILES: [CH3:1][O:2][C:3]1[CH:8]=[CH:7][C:6](/[CH:9]=[N:10]\[S:11]([N:14]2[C:19]3([CH2:21][CH2:20]3)[CH2:18][N:17]([C:22]3[C:23]4[CH:30]=[CH:29][NH:28][C:24]=4[N:25]=[CH:26][N:27]=3)[CH2:16][CH2:15]2)(=[O:13])=[O:12])=[CH:5][CH:4]=1.[BH4-].[Na+]>CO>[CH3:1][O:2][C:3]1[CH:8]=[CH:7][C:6]([CH2:9][NH:10][S:11]([N:14]2[C:19]3([CH2:20][CH2:21]3)[CH2:18][N:17]([C:22]3[C:23]4[CH:30]=[CH:29][NH:28][C:24]=4[N:25]=[CH:26][N:27]=3)[CH2:16][CH2:15]2)(=[O:13])=[O:12])=[CH:5][CH:4]=1 |f:1.2|. Reported procedure: (NZ)—N-[(4-methoxyphenyl)methylene]-5-(7H-pyrrolo[2,3-d]pyrimidin-4-yl)-5,8-diazaspiro[2.5]octane-8-sulfonamide (intermediate 49) was dissolved in MeOH, added NaBH4 (1 eq) and stirred at rt for 2 h. The pure compound was obtained by standard preparative HPLC purification of the reaction mixture. Reactants: ClC=1C=C2C(CN(CC2=C(C1)Cl)C)C1=CC=C(C=C1)N (4-(6,8-dichloro-2-methyl-1,2,3,4-tetrahydroisoquinolin-4-yl)benzenamine), ClC=1C=C2C(CN(CC2=C(C1)Cl)C)C1=CC=C(C=C1)N (4-(6,8-dichloro-2-methyl-1,2,3,4-tetrahydroisoquinolin-4-yl)benzenamine), ClC(=O)OC1=CC=C(C=C1)[N+](=O)[O-] (4-nitrophenyl chloroformate). Run in ClCCl (dichloromethane). Conditions: time 3 hour. Product: ClC=1C=C2C(CN(CC2=C(C1)Cl)C)C1=CC=C(C=C1)NC(OC1=CC=C(C=C1)[N+](=O)[O-])=O (4-nitrophenyl 4-(6,8-dichloro-2-methyl-1,2,3,4-tetrahydroisoquinolin-4-yl)phenylcarbamate). RXN SMILES: [Cl:1][C:2]1[CH:3]=[C:4]2[C:9](=[C:10]([Cl:12])[CH:11]=1)[CH2:8][N:7]([CH3:13])[CH2:6][CH:5]2[C:14]1[CH:19]=[CH:18][C:17]([NH2:20])=[CH:16][CH:15]=1.Cl[C:22]([O:24][C:25]1[CH:30]=[CH:29][C:28]([N+:31]([O-:33])=[O:32])=[CH:27][CH:26]=1)=[O:23]>ClCCl>[Cl:1][C:2]1[CH:3]=[C:4]2[C:9](=[C:10]([Cl:12])[CH:11]=1)[CH2:8][N:7]([CH3:13])[CH2:6][CH:5]2[C:14]1[CH:19]=[CH:18][C:17]([NH:20][C:22](=[O:23])[O:24][C:25]2[CH:26]=[CH:27][C:28]([N+:31]([O-:33])=[O:32])=[CH:29][CH:30]=2)=[CH:16][CH:15]=1. Procedure: Into a 50-mL round-bottom flask purged and maintained with an inert atmosphere of nitrogen, was placed a solution of 4-(6,8-dichloro-2-methyl-1,2,3,4-tetrahydroisoquinolin-4-yl)benzenamine (intermediate 30.7) (300 mg, 0.98 mmol, 1.00 equiv) in dichloromethane (10 mL). This was followed by the addition of 4-nitrophenyl chloroformate (230 mg, 1.14 mmol, 1.20 equiv) in several batches at room temperature. The resulting solution was stirred for 3 h at room temperature. The solids were collected by f...